From a dataset of the Open Reaction Database (ORD), a public repository of structured organic reaction records. describe an organic reaction: reactants, conditions, products, and yield Reactants: BrC=1SC=C(N1)C(=O)NC=1C=NN(C1[C@@H]1CC[C@H]([C@@H](CO1)F)NC(OC(C)(C)C)=O)C (tert-butyl ((3S,4R,7S)-7-(4-(2-bromothiazole-4-carboxamido)-1-methyl-1H-pyrazol-5-yl)-3-fluorooxepan-4-yl)carbamate), BrC=1SC=C(N1)C(=O)NC=1C=NN(C1[C@@H]1CC[C@H]([C@@H](CO1)F)NC(OC(C)(C)C)=O)C (tert-butyl ((3S,4R,7S)-7-(4-(2-bromothiazole-4-carboxamido)-1-methyl-1H-pyrazol-5-yl)-3-fluorooxepan-4-yl)carbamate), C(C)OC=1C(=C(C(=CC1)F)B(O)O)F ((3-ethoxy-2,6-difluorophenyl)boronic acid). Product: N[C@@H]1CC[C@H](OC[C@H]1F)C1=C(C=NN1C)NC(=O)C=1N=C(SC1)C1=C(C(=CC=C1F)OCC)F (N-(5-((2S,5R,6S)-5-amino-6-fluorooxepan-2-yl)-1-methyl-1H-pyrazol-4-yl)-2-(3-ethoxy-2,6-difluorophenyl)thiazole-4-carboxamide). RXN SMILES: Br[C:2]1[S:3][CH:4]=[C:5]([C:7]([NH:9][C:10]2[CH:11]=[N:12][N:13]([CH3:31])[C:14]=2[C@H:15]2[O:21][CH2:20][C@@H:19]([F:22])[C@H:18]([NH:23]C(=O)OC(C)(C)C)[CH2:17][CH2:16]2)=[O:8])[N:6]=1.[CH2:32]([O:34][C:35]1[C:36]([F:45])=[C:37](B(O)O)[C:38]([F:41])=[CH:39][CH:40]=1)[CH3:33]>>[NH2:23][C@H:18]1[C@H:19]([F:22])[CH2:20][O:21][C@H:15]([C:14]2[N:13]([CH3:31])[N:12]=[CH:11][C:10]=2[NH:9][C:7]([C:5]2[N:6]=[C:2]([C:37]3[C:38]([F:41])=[CH:39][CH:40]=[C:35]([O:34][CH2:32][CH3:33])[C:36]=3[F:45])[S:3][CH:4]=2)=[O:8])[CH2:16][CH2:17]1. Procedure: Following the procedure for Example 101 starting from tert-butyl ((3S,4R,7S)-7-(4-(2-bromothiazole-4-carboxamido)-1-methyl-1H-pyrazol-5-yl)-3-fluorooxepan-4-yl)carbamate (Intermediate 99), and replacing 3,6-dihydro-2H-pyran-4-boronic acid pinacol ester with (3-ethoxy-2,6-difluorophenyl)boronic acid gave 285. 1H NMR (400 MHz, DMSO-d6) δ 9.87 (s, 1H), 8.63 (s, 1H), 7.79 (s, 1H), 7.39 (td, J=9.3, 5.2 Hz, 1H), 7.24 (td, J=9.6, 1.9 Hz, 1H), 4.80 (dd, J=11.0, 3.6 Hz, 1H), 4.49-4.25 (m, 1H), 4.16 (q, J... Starting materials: NN1C(C2=CC=CC=C2C(=N1)N1CCOCC1)=O (2-amino-4-morpholinophthalazin-1(2H)-one), [N+](=O)([O-])C1=C(C=CC=C1)CC(=O)O (2-(2-nitrophenyl)acetic acid). Product: N1(CCOCC1)C1=NN(C(C2=CC=CC=C12)=O)NC(CC1=C(C=CC=C1)[N+](=O)[O-])=O (N-[4-(morpholin-4-yl)-1-oxophthalazin-2(1H)-yl]-2-(2-nitrophenyl)acetamide). As a reaction SMILES: [NH2:1][N:2]1[N:11]=[C:10]([N:12]2[CH2:17][CH2:16][O:15][CH2:14][CH2:13]2)[C:9]2[C:4](=[CH:5][CH:6]=[CH:7][CH:8]=2)[C:3]1=[O:18].[N+:19]([C:22]1[CH:27]=[CH:26][CH:25]=[CH:24][C:23]=1[CH2:28][C:29](O)=[O:30])([O-:21])=[O:20]>>[N:12]1([C:10]2[C:9]3[C:4](=[CH:5][CH:6]=[CH:7][CH:8]=3)[C:3](=[O:18])[N:2]([NH:1][C:29](=[O:30])[CH2:28][C:23]3[CH:24]=[CH:25][CH:26]=[CH:27][C:22]=3[N+:19]([O-:21])=[O:20])[N:11]=2)[CH2:17][CH2:16][O:15][CH2:14][CH2:13]1. Procedure details: The product of Example 1B and 2-(2-nitrophenyl)acetic acid were treated using a method similar to that described in Example 111 to give the title compound. 1H NMR (500 MHz, DMSO-d6/D2O) δ 8.30 (d, J=7.7, 1H), 8.09-7.95 (m, 4H), 7.94-7.87 (m, 1H), 7.73 (dt, J=7.6, 3.8, 1H), 7.63 (d, J=6.7, 1H), 7.59 (dd, J=11.2, 4.4, 1H), 4.13 (s, 2H), 3.86-3.79 (m, 4H), 3.14-3.04 (m, 4H); MS (ESI+) M/Z 410 (M+H)+. Starting materials: O=C1C(CNC2=C(N1)C=C(C=C2)C)NC(=O)OC(C)(C)C (2-Oxo-3-tert-butoxycarbonylamino-8-methyl-1,3,4,5-tetrahydro-2H-1,5-benzodiazepine), O (Water), CC(CC(=O)Cl)(C)C (3,3-dimethylbutanoyl chloride), N1=CC=CC=C1 (pyridine). The solvent is ClCCCl (1,2-dichloroethane). Yields the product O=C1C(CN(C2=C(N1)C=C(C=C2)C)C(CC(C)(C)C)=O)NC(=O)OC(C)(C)C (2-oxo-3-tert-butoxycarbonylamino-5-(3,3-dimethylbutanoyl)-8-methyl-1,3,4,5-tetrahydro-2H-1,5-benzodiazepine). The yield is 94.6%. As a reaction SMILES: [O:1]=[C:2]1[NH:8][C:7]2[CH:9]=[C:10]([CH3:13])[CH:11]=[CH:12][C:6]=2[NH:5][CH2:4][CH:3]1[NH:14][C:15]([O:17][C:18]([CH3:21])([CH3:20])[CH3:19])=[O:16].[CH3:22][C:23]([CH3:29])([CH3:28])[CH2:24][C:25](Cl)=[O:26].N1C=CC=CC=1.O>ClCCCl>[O:1]=[C:2]1[NH:8][C:7]2[CH:9]=[C:10]([CH3:13])[CH:11]=[CH:12][C:6]=2[N:5]([C:25](=[O:26])[CH2:24][C:23]([CH3:29])([CH3:28])[CH3:22])[CH2:4][CH:3]1[NH:14][C:15]([O:17][C:18]([CH3:21])([CH3:20])[CH3:19])=[O:16]. Reported procedure: 2-Oxo-3-tert-butoxycarbonylamino-8-methyl-1,3,4,5-tetrahydro-2H-1,5-benzodiazepine (2.00 g) obtained from Referential Example 7 was suspended in 1,2-dichloroethane (40 ml), 3,3-dimethylbutanoyl chloride (1.07 g) and pyridine (627 mg) were added, and the mixture was refluxed for 2 hours. Water was added to the reaction mixture, separated, the organic layer was washed with saturated aqueous sodium bicarbonate, dried over anhydrous sodium sulfate, and the solvent was evaporated under reduced pressu...